Dataset: the Open Reaction Database (ORD), a public repository of structured organic reaction records. Task: describe an organic reaction: reactants, conditions, products, and yield The reactants are O=C([O-])[O-], COc1ccc(CBr)cc1, [Cl-], [Cs+], [Cs+], [NH4+], CN(C)C=O, Oc1cccc2[nH]nnc12. Product: COc1ccc(Cn2nnc3c(O)cccc32)cc1. Reaction SMILES: [C:21](=[O:22])([O-:23])[O-:24].[CH3:1][O:2][c:3]1[cH:4][cH:5][c:6]([CH2:7][Br:8])[cH:9][cH:10]1.[Cl-:27].[Cs+:25].[Cs+:26].[NH4+:28].[O:29]=[CH:30][N:31]([CH3:32])[CH3:33].[OH:11][c:12]1[cH:13][cH:14][cH:15][c:16]2[nH:17][n:18][n:19][c:20]12>>[CH3:1][O:2][c:3]1[cH:4][cH:5][c:6]([CH2:7][n:17]2[c:16]3[cH:15][cH:14][cH:13][c:12]([OH:11])[c:20]3[n:19][n:18]2)[cH:9][cH:10]1. Starting materials: CC1CNCC(C)N1, CCSC1=NC(=O)C(=Cc2ccc3c(cnn3Cc3ccc(C(C)(C)O)cc3Cl)c2)S1. Yields the product CC1CN(C2=NC(=O)C(=Cc3ccc4c(cnn4Cc4ccc(C(C)(C)O)cc4Cl)c3)S2)CC(C)N1. As a reaction SMILES: [CH3:32][CH:33]1[NH:34][CH:35]([CH3:39])[CH2:36][NH:37][CH2:38]1.[Cl:1][c:2]1[c:3]([CH2:4][n:5]2[n:6][cH:7][c:8]3[cH:9][c:10]([CH:14]=[C:15]4[C:16](=[O:23])[N:17]=[C:18]([S:20][CH2:21][CH3:22])[S:19]4)[cH:11][cH:12][c:13]23)[cH:24][cH:25][c:26]([C:28]([CH3:29])([CH3:30])[OH:31])[cH:27]1>>[Cl:1][c:2]1[c:3]([CH2:4][n:5]2[n:6][cH:7][c:8]3[cH:9][c:10]([CH:14]=[C:15]4[C:16](=[O:23])[N:17]=[C:18]([N:37]5[CH2:36][CH:35]([CH3:39])[NH:34][CH:33]([CH3:32])[CH2:38]5)[S:19]4)[cH:11][cH:12][c:13]23)[cH:24][cH:25][c:26]([C:28]([CH3:29])([CH3:30])[OH:31])[cH:27]1. The reactants are FC(C(=O)C1=CC(=C(C=C1)C=1SC2=NC(=CC=C2N1)C1(CC1)C1=CC=CC=C1)F)(F)F (2,2,2-trifluoro-1-(3-fluoro-4-(5-(1-phenylcyclopropyl)thiazolo-[5,4-b]pyridine-2-yl)phenyl)ethanone), C[Si](C)(C)[N-][Si](C)(C)C.[Li+] (lithium bis(trimethylsilyl)amide), O1CCCC1 (tetrahydrofuran), C1CCOC1 (THF), [OH-].[Na+] (NaOH). Solvent: C(Cl)Cl (DCM), C1(=CC=CC=C1)C (toluene), CCOC(=O)C.CCCCCC (EtOAc hexane). Run at temperature 0 celsius, time 15 minute. The product is FC(C(=O)O)(F)F.FC(C(N)C1=CC(=C(C=C1)C=1SC2=NC(=CC=C2N1)C1(CC1)C1=CC=CC=C1)F)(F)F (racemic 2,2,2-trifluoro-1-(3-fluoro-4-(5-(1-phenylcyclopropyl)thiazolo[5,4-b]pyridine-2-yl)phenyl-)ethanamine trifluoroacetic acid salt). As a reaction SMILES: [F:1][C:2]([F:31])([F:30])[C:3]([C:5]1[CH:10]=[CH:9][C:8]([C:11]2[S:12][C:13]3[C:18]([N:19]=2)=[CH:17][CH:16]=[C:15]([C:20]2([C:23]4[CH:28]=[CH:27][CH:26]=[CH:25][CH:24]=4)[CH2:22][CH2:21]2)[N:14]=3)=[C:7]([F:29])[CH:6]=1)=[O:4].C[Si]([N-:36][Si](C)(C)C)(C)C.[Li+].[O:42]1CCCC1.[OH-].[Na+]>C1(C)C=CC=CC=1.CCOC(C)=O.CCCCCC.C(Cl)Cl>[F:1][C:2]([F:31])([F:30])[C:3]([OH:42])=[O:4].[F:1][C:2]([F:31])([F:30])[CH:3]([C:5]1[CH:10]=[CH:9][C:8]([C:11]2[S:12][C:13]3[C:18]([N:19]=2)=[CH:17][CH:16]=[C:15]([C:20]2([C:23]4[CH:28]=[CH:27][CH:26]=[CH:25][CH:24]=4)[CH2:22][CH2:21]2)[N:14]=3)=[C:7]([F:29])[CH:6]=1)[NH2:36] |f:1.2,4.5,7.8,10.11|. Reported procedure: To a slurry of 2,2,2-trifluoro-1-(3-fluoro-4-(5-(1-phenylcyclopropyl)thiazolo-[5,4-b]pyridine-2-yl)phenyl)ethanone (0.300 g, 0.68 mmol) in 2.2 mL toluene under nitrogen was added slowly dropwise lithium bis(trimethylsilyl)amide, 1.0 m solution in tetrahydrofuran (0.75 mL, 0.75 mmol) over 2-3 min. The reaction mixture became clear and yellow. After 15 min, borane-methyl sulfide complex, 2.0 M sol in THF (0.68 mL, 1.4 mmol) was added dropwise. The reaction mixture became dark red, and was allowed ... The reactants are N1(CCCCC1)CC=1C=C(OCCCN)C=CC1 (3-[3-(Piperidinomethyl)phenoxy]propylamine), [N+](=O)([O-])NC1=NC=C(C(N1)=O)OC (2-nitroamino-5-methoxypyrimidin-4-one), N1=CC=CC=C1 (pyridine). Solvent: C(C)O (ethanol), C(C)O (ethanol). The product is N1(CCCCC1)CC=1C=C(OCCCNC2=NC=C(C(N2)=O)OC)C=CC1 (2-[3-[3-(Piperidinomethyl)phenoxy]propylamino]-5-methoxy -pyrimidin-4-one). As a reaction SMILES: [N:1]1([CH2:7][C:8]2[CH:9]=[C:10]([CH:16]=[CH:17][CH:18]=2)[O:11][CH2:12][CH2:13][CH2:14][NH2:15])[CH2:6][CH2:5][CH2:4][CH2:3][CH2:2]1.[N+](N[C:23]1[NH:28][C:27](=[O:29])[C:26]([O:30][CH3:31])=[CH:25][N:24]=1)([O-])=O.N1C=CC=CC=1>C(O)C>[N:1]1([CH2:7][C:8]2[CH:9]=[C:10]([CH:16]=[CH:17][CH:18]=2)[O:11][CH2:12][CH2:13][CH2:14][NH:15][C:23]2[NH:28][C:27](=[O:29])[C:26]([O:30][CH3:31])=[CH:25][N:24]=2)[CH2:6][CH2:5][CH2:4][CH2:3][CH2:2]1. Procedure: 3-[3-(Piperidinomethyl)phenoxy]propylamine (1.64 g) and 2-nitroamino-5-methoxypyrimidin-4-one (1.12 g) were stirred under reflux, for 40 hours, in ethanol (15 ml). The ethanol was replaced by pyridine (15 ml) and the solution stirred under reflux for a further 10 hours to complete the reaction. The reaction mixture was cooled and evaporated under reduced pressure to give a residue. This was partitioned between water (25 ml) and chloroform (25 ml), the aqueous layer being further extracted with c... The reactants are C(C)(C)NC(C)C (diisopropylamine), C(CCC)[Li] (n-butyl lithium), CN(C)C=O (DMF), BrC1=C(C=CC(=C1)F)Cl (2-bromo-1-chloro-4-fluorobenzene). Solvent: C1CCOC1 (THF), O (Water), C1CCOC1 (THF). Run at temperature -75 celsius, time 45 minute. The product is BrC1=C(C=O)C(=CC=C1Cl)F (2-Bromo-3-chloro-6-fluorobenzaldehyde). The yield is 58.9%. RXN SMILES: C(NC(C)C)(C)C.C([Li])CCC.[Br:13][C:14]1[CH:19]=[C:18]([F:20])[CH:17]=[CH:16][C:15]=1[Cl:21].CN([CH:25]=[O:26])C>C1COCC1.O>[Br:13][C:14]1[C:15]([Cl:21])=[CH:16][CH:17]=[C:18]([F:20])[C:19]=1[CH:25]=[O:26]. Reported procedure: To a solution of diisopropylamine (5 mL, 35.4 mmol) in THF (30 mL) at 0° C. under argon was added n-butyl lithium (16.5 mL of 1.6 M solution in hexane, 26.4 mmol) slowly over 20 minutes. The mixture was cooled to −75° C. and 2-bromo-1-chloro-4-fluorobenzene (5 g, 23.9 mmol) in THF (20 mL) was added dropwise over 15 mins whilst maintaining the temperature <−70° C. The solution was then stirred at −75° C. for 45 mins and then DMF (2.2 mL, 28.6 mmol) was added over 5 mins. The mixture was stirred a...